Dataset: the Open Reaction Database (ORD), a public repository of structured organic reaction records. Task: describe an organic reaction: reactants, conditions, products, and yield Starting materials: CN(/C=C(/C(C)=O)\C1=CC=CC=C1)C ((3E)-4-(dimethylamino)-3-phenylbut-3-en-2-one), N(N)C=1C=C(C#N)C=CN1 (2-hydrazinylisonicotinonitrile). The product is CC1=C(C=NN1C1=NC=CC(=C1)C#N)C1=CC=CC=C1 (2-(5-methyl-4-phenyl-1H-pyrazol-1-yl)pyridine-4-carbonitrile). The yield is 34.0%. RXN SMILES: CN(C)/[CH:3]=[C:4](\[C:8]1[CH:13]=[CH:12][CH:11]=[CH:10][CH:9]=1)/[C:5](=O)[CH3:6].[NH:15]([C:17]1[CH:18]=[C:19]([CH:22]=[CH:23][N:24]=1)[C:20]#[N:21])[NH2:16]>>[CH3:6][C:5]1[N:15]([C:17]2[CH:18]=[C:19]([C:20]#[N:21])[CH:22]=[CH:23][N:24]=2)[N:16]=[CH:3][C:4]=1[C:8]1[CH:13]=[CH:12][CH:11]=[CH:10][CH:9]=1. Reported procedure: The title compound was prepared in 34% yield from (3E)-4-(dimethylamino)-3-phenylbut-3-en-2-one and 2-hydrazinylisonicotinonitrile (PREPARATION 2) according to the procedure for the preparation of Example 28, part D. [M+H] Calc'd for C16H12N4, 261. Found, 261. The reactants are Cc1cc(O)cc(C)c1CC(NC(=O)OC(C)(C)C)C(=O)NC(C)C(=O)NCC(N)Cc1ccccc1, O=C(N=C(NC(=O)OCc1ccccc1)n1cccn1)OCc1ccccc1, C1CCOC1, CCN(C(C)C)C(C)C. Yields the product Cc1cc(O)cc(C)c1CC(NC(=O)OC(C)(C)C)C(=O)NC(C)C(=O)NCC(Cc1ccccc1)NC(=NC(=O)OCc1ccccc1)NC(=O)OCc1ccccc1. As a reaction SMILES: [C:1]([CH3:2])([CH3:3])([CH3:4])[O:5][C:6](=[O:7])[NH:8][CH:9]([CH2:10][c:11]1[c:12]([CH3:19])[cH:13][c:14]([OH:18])[cH:15][c:16]1[CH3:17])[C:20](=[O:21])[NH:22][CH:23]([CH3:24])[C:25](=[O:26])[NH:27][CH2:28][CH:29]([CH2:30][c:31]1[cH:32][cH:33][cH:34][cH:35][cH:36]1)[NH2:37].[CH2:38]([c:39]1[cH:40][cH:41][cH:42][cH:43][cH:44]1)[O:45][C:46](=[O:47])[NH:48][C:49](=[N:50][C:51](=[O:52])[O:53][CH2:54][c:55]1[cH:56][cH:57][cH:58][cH:59][cH:60]1)[n:61]1[cH:62][cH:63][cH:64][n:65]1.[CH2:75]1[O:76][CH2:77][CH2:78][CH2:79]1.[CH:66]([N:67]([CH2:68][CH3:69])[CH:70]([CH3:71])[CH3:72])([CH3:73])[CH3:74]>>[C:1]([CH3:2])([CH3:3])([CH3:4])[O:5][C:6](=[O:7])[NH:8][CH:9]([CH2:10][c:11]1[c:12]([CH3:19])[cH:13][c:14]([OH:18])[cH:15][c:16]1[CH3:17])[C:20](=[O:21])[NH:22][CH:23]([CH3:24])[C:25](=[O:26])[NH:27][CH2:28][CH:29]([CH2:30][c:31]1[cH:32][cH:33][cH:34][cH:35][cH:36]1)[NH:37][C:49](=[N:48][C:46]([O:45][CH2:38][c:39]1[cH:40][cH:41][cH:42][cH:43][cH:44]1)=[O:47])[NH:50][C:51](=[O:52])[O:53][CH2:54][c:55]1[cH:56][cH:57][cH:58][cH:59][cH:60]1. Reactants: O=C(NC(CO)C(=O)O)OCc1ccccc1, C1CCOC1, CN(C)C=O, BrCc1cccc(OCCc2coc(-c3ccccc3)n2)c1. The product is O=C(NC(COCc1cccc(OCCc2coc(-c3ccccc3)n2)c1)C(=O)O)OCc1ccccc1. As a reaction SMILES: [C:6](=[O:7])([O:8][CH2:9][c:10]1[cH:11][cH:12][cH:13][cH:14][cH:15]1)[NH:16][CH:17]([CH2:18][OH:19])[C:20](=[O:21])[OH:22].[CH2:1]1[O:2][CH2:3][CH2:4][CH2:5]1.[O:45]=[CH:46][N:47]([CH3:48])[CH3:49].[c:23]1(-[c:29]2[o:30][cH:31][c:32]([CH2:34][CH2:35][O:36][c:37]3[cH:38][c:39]([CH2:40][Br:41])[cH:42][cH:43][cH:44]3)[n:33]2)[cH:24][cH:25][cH:26][cH:27][cH:28]1>>[C:6](=[O:7])([O:8][CH2:9][c:10]1[cH:11][cH:12][cH:13][cH:14][cH:15]1)[NH:16][CH:17]([CH2:18][O:19][CH2:40][c:39]1[cH:38][c:37]([O:36][CH2:35][CH2:34][c:32]2[cH:31][o:30][c:29](-[c:23]3[cH:24][cH:25][cH:26][cH:27][cH:28]3)[n:33]2)[cH:44][cH:43][cH:42]1)[C:20](=[O:21])[OH:22]. Reactants: B(Br)(Br)Br (Boron tribromide), COC=1C=C(C2=CC=CC=C2C1)C=1SC(=CC1)C1=CC=CC=C1 (3-methoxy-1-(5-phenyl-2-thienyl)naphthalene), O (water). Run in ClCCl (dichloromethane). Conditions: time 20 hour. The product is C1(=CC=CC=C1)C1=CC=C(S1)C1=CC(=CC2=CC=CC=C12)O (4-(5-Phenyl-2-thienyl)-2-naphthol). The yield is 90.4%. As a reaction SMILES: B(Br)(Br)Br.C[O:6][C:7]1[CH:8]=[C:9]([C:17]2[S:18][C:19]([C:22]3[CH:27]=[CH:26][CH:25]=[CH:24][CH:23]=3)=[CH:20][CH:21]=2)[C:10]2[C:15]([CH:16]=1)=[CH:14][CH:13]=[CH:12][CH:11]=2.O>ClCCl>[C:22]1([C:19]2[S:18][C:17]([C:9]3[C:10]4[C:15](=[CH:14][CH:13]=[CH:12][CH:11]=4)[CH:16]=[C:7]([OH:6])[CH:8]=3)=[CH:21][CH:20]=2)[CH:27]=[CH:26][CH:25]=[CH:24][CH:23]=1. Reported procedure: Boron tribromide (1.04 ml, 10.76 mmol) was added slowly to a solution of 3-methoxy-1-(5-phenyl-2-thienyl)naphthalene (1.7 g, 5.38 mmol) in dichloromethane (50 ml) at 0° C. under nitrogen. After the addition was complete, the solution was allowed to stir for 20 h. The mixture was then poured into water (200 ml), extracted with Et2O (2×100 ml), washed with water (100 ml), dried (Na2SO4) and the solvent removed under reduced pressure. The resulting solid was washed with hexane and filtered to affor... Starting materials: C(Cl)Cl (DCM), C(C)(C)NC(=O)[C@@H]1CC[C@@H](CC1)NC1=CC(=NC=C1[N+](=O)[O-])S(=O)(=O)C (cis-N-isopropyl-4-(2-(methylsulfonyl)-5-nitropyridin-4-ylamino)cyclohexanecarboxamide), [Sn](Cl)Cl (tin (II) chloride). Run at temperature 80 celsius. Isolated yield 92.0%. Solvent: CO (MeOH). As a reaction SMILES: [CH:1]([NH:4][C:5]([C@H:7]1[CH2:12][CH2:11][C@@H:10]([NH:13][C:14]2[C:19]([N+:20]([O-])=O)=[CH:18][N:17]=[C:16]([S:23]([CH3:26])(=[O:25])=[O:24])[CH:15]=2)[CH2:9][CH2:8]1)=[O:6])([CH3:3])[CH3:2].[Sn](Cl)Cl.C(Cl)Cl>CO>[NH2:20][C:19]1[C:14]([NH:13][C@@H:10]2[CH2:9][CH2:8][C@H:7]([C:5]([NH:4][CH:1]([CH3:3])[CH3:2])=[O:6])[CH2:12][CH2:11]2)=[CH:15][C:16]([S:23]([CH3:26])(=[O:24])=[O:25])=[N:17][CH:18]=1. Procedure: To a solution of cis-N-isopropyl-4-(2-(methylsulfonyl)-5-nitropyridin-4-ylamino)cyclohexanecarboxamide (0.177 g, 0.460 mmol) in MeOH (2 mL) was added anhydrous tin (II) chloride (0.349 g, 1.842 mmol). The reaction mixture was heated at 80° C. for 3 hours and was concentrated under vacuum. The remaining residue was dissolved in EtOAc and washed with 1N aqueous NaOH followed by brine. The organic layer was dried over sodium sulfate and concentrated under vacuum. The residue was purified by flash c... The product is NC=1C(=CC(=NC1)S(=O)(=O)C)N[C@H]1CC[C@H](CC1)C(=O)NC(C)C (cis-4-(5-amino-2-(methylsulfonyl)pyridin-4-ylamino)-N-isopropylcyclohexanecarboxamide).